This data is from the Open Reaction Database (ORD), a public repository of structured organic reaction records. The task is: describe an organic reaction: reactants, conditions, products, and yield As a reaction SMILES: [Br:14][c:15]1[cH:16][c:17]([C:18](=[O:19])[c:20]2[cH:21][cH:22][c:23]([N+:28](=[O:29])[O-:30])[c:24]([CH:25]=[O:26])[cH:27]2)[cH:31][cH:32][cH:33]1.[CH2:7]([CH3:8])[NH:9][CH2:10][C:11](=[O:12])[OH:13].[CH3:2][C:3](=[O:4])[O-:5].[CH3:34][CH2:35][OH:36].[ClH:6].[K+:1]>>[CH2:7]([CH3:8])[N:9]([CH2:10][C:11](=[O:12])[OH:13])[CH2:25][c:24]1[c:23]([N+:28](=[O:29])[O-:30])[cH:22][cH:21][c:20]([C:18]([c:17]2[cH:16][c:15]([Br:14])[cH:33][cH:32][cH:31]2)=[O:19])[cH:27]1. The product is CCN(CC(=O)O)Cc1cc(C(=O)c2cccc(Br)c2)ccc1[N+](=O)[O-]. Reactants: O=Cc1cc(C(=O)c2cccc(Br)c2)ccc1[N+](=O)[O-], CCNCC(=O)O, CC(=O)[O-], CCO, Cl, [K+]. The reactants are ClC1=C(C(=CC=C1)Cl)CC(=O)Cl (2,6-Dichlorobenzeneactyl chloride), CC(=O)C (Acetone), C(#N)N=C(N)N (dicyandiamide), [OH-].[K+] (Potassium hydroxide). The solvent is O (water), C(C)(=O)O (acetic acid), O (water). The product is NC(=NC(CC1=C(C=CC=C1Cl)Cl)=O)NC#N (N-[Amino(cyanamino)methylene]-2,6-dichlorobenzeneacetamide). The yield is 46.6%. As a reaction SMILES: [OH-].[K+].CC(C)=O.[C:7]([N:9]=[C:10]([NH2:12])[NH2:11])#[N:8].[Cl:13][C:14]1[CH:19]=[CH:18][CH:17]=[C:16]([Cl:20])[C:15]=1[CH2:21][C:22](Cl)=[O:23]>O.C(O)(=O)C>[NH2:11][C:10]([NH:9][C:7]#[N:8])=[N:12][C:22](=[O:23])[CH2:21][C:15]1[C:14]([Cl:13])=[CH:19][CH:18]=[CH:17][C:16]=1[Cl:20] |f:0.1|. Procedure details: Potassium hydroxide (1.12 g, 0.02 m) was dissolved in water (4 cm3). Acetone (5 cm3) and dicyandiamide (1.05 g, 0.0125 m) were added and the solution cooled in ice. 2,6-Dichlorobenzeneactyl chloride (2.23 g, 0.01 m) was rapidly added to the stirring cooled solution. After the addition, water (40 cm3) was added and the solution was acidified with glacial acetic acid to give a white precipitate. The precipitate was filtered off, washed well with water and recrystallised from ispropyl alcohol to gi... Product: COC(=O)c1ccc(Nc2ccc(F)cc2)c(N)c1. RXN SMILES: [CH3:27][CH2:28][OH:29].[F:1][c:2]1[cH:3][cH:4][c:5]([NH:8][c:9]2[c:10]([N+:19]([O-:20])=[O:21])[cH:11][c:12]([C:13](=[O:14])[O:15][CH3:16])[cH:17][cH:18]2)[cH:6][cH:7]1.[Na+:26].[O-:22][C:23]([OH:24])=[O:25]>>[F:1][c:2]1[cH:3][cH:4][c:5]([NH:8][c:9]2[c:10]([NH2:19])[cH:11][c:12]([C:13](=[O:14])[O:15][CH3:16])[cH:17][cH:18]2)[cH:6][cH:7]1. Starting materials: CCO, COC(=O)c1ccc(Nc2ccc(F)cc2)c([N+](=O)[O-])c1, [Na+], O=C([O-])O.